describe an organic reaction: reactants, conditions, products, and yield From a dataset of the Open Reaction Database (ORD), a public repository of structured organic reaction records. Starting materials: C(C1=CC=CC=C1)(=O)OC1=C(N=C(N(C1=O)C)C1N(C2=CC=CC=C2CC1)C(=O)OCC1=CC=CC=C1)C(=O)OC (Benzyl 2-[5-(benzoyloxy)-4-(methoxycarbonyl)-1-methyl-6-oxo-1,6-dihydropyrimidin-2-yl]-1,2,3,4-tetrahydroquinoline-1-carboxylate), N1C(CCC2=CC=CC=C12)C(=O)O (tetrahydroquinoline-2-carboxylic acid). Run in CCOC(=O)C (EtOAc), [Pd] (Pd/C). The product is N1C(CCC2=CC=CC=C12)C=1N(C(C(=C(N1)C(=O)OC)OC(C1=CC=CC=C1)=O)=O)C (Methyl 2-(1,2,3,4-tetrahydroquinolin-2-yl)-1-methyl-5-benzoyloxy-6-oxo-1,6-dihydropyrimidine-4-carboxylate). As a reaction SMILES: [C:1]([O:9][C:10]1[C:15](=[O:16])[N:14]([CH3:17])[C:13]([CH:18]2[CH2:27][CH2:26][C:25]3[C:20](=[CH:21][CH:22]=[CH:23][CH:24]=3)[N:19]2C(OCC2C=CC=CC=2)=O)=[N:12][C:11]=1[C:38]([O:40][CH3:41])=[O:39])(=[O:8])[C:2]1[CH:7]=[CH:6][CH:5]=[CH:4][CH:3]=1.N1C2C(=CC=CC=2)CCC1C(O)=O>CCOC(C)=O.[Pd]>[NH:19]1[C:20]2[C:25](=[CH:24][CH:23]=[CH:22][CH:21]=2)[CH2:26][CH2:27][CH:18]1[C:13]1[N:14]([CH3:17])[C:15](=[O:16])[C:10]([O:9][C:1](=[O:8])[C:2]2[CH:3]=[CH:4][CH:5]=[CH:6][CH:7]=2)=[C:11]([C:38]([O:40][CH3:41])=[O:39])[N:12]=1. Reported procedure: Benzyl 2-[5-(benzoyloxy)-4-(methoxycarbonyl)-1-methyl-6-oxo-1,6-dihydropyrimidin-2-yl]-1,2,3,4-tetrahydroquinoline-1-carboxylate (prepared from tetrahydroquinoline-2-carboxylic acid (Robl et al, Tetrahedron Letters 1995, 36: 1593) by protection of the nitrogen and following procedures similar to those set forth in Examples 1 or 2 in combination with a deprotection step) was dissolved in EtOAc and hydrogenated at atmospheric pressure on 10% Pd/C at room temperature overnight. The title product wa...